Dataset: the Open Reaction Database (ORD), a public repository of structured organic reaction records. Task: describe an organic reaction: reactants, conditions, products, and yield As a reaction SMILES: [NH2:1][CH2:2][CH2:3][NH:4][CH2:5][CH2:6][NH2:7].[CH:8](=O)[C:9]1[CH:14]=[CH:13][CH:12]=[CH:11][CH:10]=1.[BH4-].[Na+]>CO>[CH2:8]([NH:1][CH2:2][CH2:3][NH:4][CH2:5][CH2:6][NH2:7])[C:9]1[CH:14]=[CH:13][CH:12]=[CH:11][CH:10]=1 |f:2.3|. Run in CO (methanol), CO (methanol). Reactants: NCCNCCN (1,4,7-triaza-heptane), C(C1=CC=CC=C1)=O (benzaldehyde), [BH4-].[Na+] (sodium borohydride). Procedure details: A stirred solution of 108.26 ml (998 mmol) of 1,4,7-triaza-heptane in 750 absolute methanol is mixed at 0° C. drop by drop with a solution of 20.0 g (188 mmol) of benzaldehyde in 100 ml of absolute methanol. After a reaction time of 2 hours at 0° C., it is mixed in portions with a total of 7.13 g (188 mmol) of sodium borohydride and stirred for another 12 hours at 25° C. For working-up, the reaction mixture is filtered on diatomaceous earth, and the solvent is drawn off in a vacuum. The remainin... The product is C(C1=CC=CC=C1)NCCNCCN (1-Benzyl-1,4,7-triazaheptane). Run at temperature 25 celsius, time 12 hour. Reactants: CCN1CCNCC1, O=C1Nc2cc(F)ccc2Oc2ccccc21. The product is CCN1CCN(C2=Nc3cc(F)ccc3Oc3ccccc32)CC1. Reaction SMILES: [CH2:18]([CH3:19])[N:20]1[CH2:21][CH2:22][NH:23][CH2:24][CH2:25]1.[F:1][c:2]1[cH:3][c:4]2[c:5]([cH:16][cH:17]1)[O:6][c:7]1[c:8]([cH:12][cH:13][cH:14][cH:15]1)[C:9](=[O:11])[NH:10]2>>[F:1][c:2]1[cH:3][c:4]2[c:5]([cH:16][cH:17]1)[O:6][c:7]1[c:8]([cH:12][cH:13][cH:14][cH:15]1)[C:9]([N:23]1[CH2:22][CH2:21][N:20]([CH2:18][CH3:19])[CH2:25][CH2:24]1)=[N:10]2. Reactants: Cl.N(N)C1=CC=C(C=C1)CCO (2-(4-hydrazinophenyl)ethanol hydrochloride), C1(=CC=CC=C1)C(C#N)C(C(F)(F)F)=O (2-phenyl-2-(trifluoroacetyl)acetonitrile). Yields the product NC1=C(C(=NN1C1=CC=C(C=C1)CCO)C(F)(F)F)C1=CC=CC=C1 (2-{4-[5-Amino-4-phenyl-3-(trifluoromethyl)-1H-pyrazol-1-yl]phenyl}ethanol). Reaction SMILES: Cl.[NH:2]([C:4]1[CH:9]=[CH:8][C:7]([CH2:10][CH2:11][OH:12])=[CH:6][CH:5]=1)[NH2:3].[C:13]1([CH:19]([C:22](=O)[C:23]([F:26])([F:25])[F:24])[C:20]#[N:21])[CH:18]=[CH:17][CH:16]=[CH:15][CH:14]=1>>[NH2:21][C:20]1[N:2]([C:4]2[CH:5]=[CH:6][C:7]([CH2:10][CH2:11][OH:12])=[CH:8][CH:9]=2)[N:3]=[C:22]([C:23]([F:24])([F:25])[F:26])[C:19]=1[C:13]1[CH:18]=[CH:17][CH:16]=[CH:15][CH:14]=1 |f:0.1|. Procedure: The title compound was prepared according to the procedure described in step 1 of Example 1 from 2-(4-hydrazinophenyl)ethanol hydrochloride and 2-phenyl-2-(trifluoroacetyl)acetonitrile: MS (ESI) m/z 348 [M+H]+, 346 [M−H]−, 1H-NMR (CDCl3) δ 7.58 (2H, J=8.4 Hz), 7.46-7.36 (7H, m), 3.94-3.88 (2H, m), 2.94 (2H, t, J=6.4 Hz). The reactants are O=C([O-])[O-], Cc1c(O)nc2scc(C)n2c1=O, COc1ccc(C(=O)c2ccc(CBr)cc2)cc1, [K+], [K+], CN(C)C=O. The product is COc1ccc(C(=O)c2ccc(COc3nc4scc(C)n4c(=O)c3C)cc2)cc1. As a reaction SMILES: [C:14](=[O:15])([O-:16])[O-:17].[CH3:1][c:2]1[cH:3][s:4][c:5]2[n:6]1[c:7](=[O:13])[c:8]([CH3:12])[c:9]([OH:11])[n:10]2.[CH3:20][O:21][c:22]1[cH:23][cH:24][c:25]([C:26](=[O:27])[c:28]2[cH:29][cH:30][c:31]([CH2:32][Br:33])[cH:34][cH:35]2)[cH:36][cH:37]1.[K+:18].[K+:19].[O:38]=[CH:39][N:40]([CH3:41])[CH3:42]>>[CH3:1][c:2]1[cH:3][s:4][c:5]2[n:6]1[c:7](=[O:13])[c:8]([CH3:12])[c:9]([O:11][CH2:32][c:31]1[cH:30][cH:29][c:28]([C:26]([c:25]3[cH:24][cH:23][c:22]([O:21][CH3:20])[cH:37][cH:36]3)=[O:27])[cH:35][cH:34]1)[n:10]2. Starting materials: CC=1N=C(SC1)NC1=NC=CC=C1O (2-(4-Methylthiazol-2-ylamino)pyridin-3-ol), Cl.BrCC=1C=NC=CC1 (3-(bromomethyl)pyridine hydrochloride), C([O-])([O-])=O.[K+].[K+] (potassium carbonate). Yields the product Cl.Cl.CC=1N=C(SC1)NC1=NC=CC=C1OCC=1C=NC=CC1 (N-(4-methylthiazol-2-yl)-3-(pyridin-3-ylmethoxy)pyridin-2-amine dihydrochloride). The yield is 99.7%. As a reaction SMILES: [CH3:1][C:2]1[N:3]=[C:4]([NH:7][C:8]2[C:13]([OH:14])=[CH:12][CH:11]=[CH:10][N:9]=2)[S:5][CH:6]=1.[ClH:15].Br[CH2:17][C:18]1[CH:19]=[N:20][CH:21]=[CH:22][CH:23]=1.C(=O)([O-])[O-].[K+].[K+]>>[ClH:15].[ClH:15].[CH3:1][C:2]1[N:3]=[C:4]([NH:7][C:8]2[C:13]([O:14][CH2:17][C:18]3[CH:19]=[N:20][CH:21]=[CH:22][CH:23]=3)=[CH:12][CH:11]=[CH:10][N:9]=2)[S:5][CH:6]=1 |f:1.2,3.4.5,6.7.8|. Reported procedure: 2-(4-Methylthiazol-2-ylamino)pyridin-3-ol (prepared according to Example 3, Step A; 75 mg, 0.362 mmol), 3-(bromomethyl)pyridine hydrochloride (75.4 mg, 0.362 mmol) and potassium carbonate (175 mg, 1.27 mmol) were reacted according to Example 3, Step B, to provide N-(4-methylthiazol-2-yl)-3-(pyridin-3-ylmethoxy)pyridin-2-amine dihydrochloride (67 mg, 49.9% yield) as a tan solid. 1H NMR (d6-DMSO) δ 10.15 (bs, 1H), 8.82 (s, 1H), 8.57 (d, 1H), 8.07 (m, 1H), 7.88 (dd, 1H), 7.46 (m, 2H), 6.92 (dd, 1H)... The reactants are C(C)N(CC)S(F)(F)F (diethylaminosulfur trifluoride), C(C)(C)(C)[C@H]1CC[C@H](CC1)NC1=NC=NC(=C1CCO)C (4-(cis-4-tert-butylcyclohexylamino)-6-methyl-5-(2-hydroxyethyl)pyrimidine), O (water). Solvent: ClCCl (dichloromethane). Run at time 4 hour. Yields the product C(C)(C)(C)[C@H]1CC[C@H](CC1)NC1=NC=NC(=C1CCF)C (4-(cis-4-tert-Butylcyclohexylamino)-6-methyl-5-(2-fluoroethyl)pyrimidine). RXN SMILES: [C:1]([C@@H:5]1[CH2:10][CH2:9][C@H:8]([NH:11][C:12]2[C:17]([CH2:18][CH2:19]O)=[C:16]([CH3:21])[N:15]=[CH:14][N:13]=2)[CH2:7][CH2:6]1)([CH3:4])([CH3:3])[CH3:2].C(N(S(F)(F)[F:28])CC)C.O>ClCCl>[C:1]([C@@H:5]1[CH2:10][CH2:9][C@H:8]([NH:11][C:12]2[C:17]([CH2:18][CH2:19][F:28])=[C:16]([CH3:21])[N:15]=[CH:14][N:13]=2)[CH2:7][CH2:6]1)([CH3:4])([CH3:3])[CH3:2]. Procedure details: 2.0 g (6.5 mmol) of 4-(cis-4-tert-butylcyclohexylamino)-6-methyl-5-(2-hydroxyethyl)pyrimidine (Example 33) were dissolved in 30 ml of dichloromethane, and 1.16 g (7.2 mmol) of diethylaminosulfur trifluoride (DAST) were added at -50° C. The mixture was allowed to rise to room temperature, and was subsequently stirred for 4 hours. It was poured into water, the dichloromethane phase was extracted by stirring with sodium hydrogen carbonate solution and the organic extracts were dried and concentrate... Procedure details: t-Butyl 4-aminophenoxyacetate (7.00 g, 31.4 mmol) and succinimide (3.11 g, 31.4 mmol) were added to ethanol (40 ml), and a 37% aqueous formaldehyde solution (2.55 g, 31.4 mmol) was added. The mixtue was refluxed under heating for 4 hours. Low boiling matters were distilled away from the reaction mixture under reduced pressure and the residue was purified by silica gel column chromatography (ethyl acetate) to give 8.37 g of t-butyl 4-(succinimidomethylamino)phenoxyacetate as a yellow solid (84%).... The reactants are NC1=CC=C(OCC(=O)OC(C)(C)C)C=C1 (t-Butyl 4-aminophenoxyacetate), C1(CCC(N1)=O)=O (succinimide), C=O (formaldehyde). As a reaction SMILES: [NH2:1][C:2]1[CH:16]=[CH:15][C:5]([O:6][CH2:7][C:8]([O:10][C:11]([CH3:14])([CH3:13])[CH3:12])=[O:9])=[CH:4][CH:3]=1.[C:17]1(=[O:23])[NH:21][C:20](=[O:22])[CH2:19][CH2:18]1.[CH2:24]=O>C(O)C>[C:20]1(=[O:22])[N:21]([CH2:24][NH:1][C:2]2[CH:3]=[CH:4][C:5]([O:6][CH2:7][C:8]([O:10][C:11]([CH3:13])([CH3:12])[CH3:14])=[O:9])=[CH:15][CH:16]=2)[C:17](=[O:23])[CH2:18][CH2:19]1. Isolated yield 79.7%. Solvent: C(C)O (ethanol). The product is C1(CCC(N1CNC1=CC=C(OCC(=O)OC(C)(C)C)C=C1)=O)=O (t-butyl 4-(succinimidomethylamino)phenoxyacetate). Reactants: FC(C(CCCCOC(=O)C1CCCCC1)(F)F)(S(=O)[O-])F.[Na+] (sodium 1,1,2,2-tetrafluoro-6-cyclohexylcarbonyloxyhexane-1-sulfinate), O.OO (hydrogen peroxide water). Reagents/catalysts: O.O.[O-][W](=O)(=O)[O-].[Na+].[Na+] (sodium tungstate dihydrate). Solvent: O (water). Run at time 1 hour. The product is FC(C(CCCCOC(=O)C1CCCCC1)(F)F)(S(=O)(=O)[O-])F.[Na+] (sodium 1,1,2,2-tetrafluoro-6-cyclohexylcarbonyloxyhexane-1-sulfonate). Yield: 224.3%. As a reaction SMILES: [F:1][C:2]([F:22])([S:19]([O-:21])=[O:20])[C:3]([F:18])([F:17])[CH2:4][CH2:5][CH2:6][CH2:7][O:8][C:9]([CH:11]1[CH2:16][CH2:15][CH2:14][CH2:13][CH2:12]1)=[O:10].[Na+:23].[OH2:24].OO>O.O.[O-][W]([O-])(=O)=O.[Na+].[Na+].O>[F:22][C:2]([F:1])([S:19]([O-:24])(=[O:21])=[O:20])[C:3]([F:18])([F:17])[CH2:4][CH2:5][CH2:6][CH2:7][O:8][C:9]([CH:11]1[CH2:12][CH2:13][CH2:14][CH2:15][CH2:16]1)=[O:10].[Na+:23] |f:0.1,2.3,4.5.6.7.8,10.11|. Reported procedure: A glass flask equipped with a thermometer, a condenser and a dropping funnel was charged with 10.0 g (10.5 mmol) of sodium 1,1,2,2-tetrafluoro-6-cyclohexylcarbonyloxyhexane-1-sulfinate having a purity of 39% obtained by Comparative Example 1-2, a catalytic amount of sodium tungstate dihydrate, and 10 ml of water, followed by stirring. Then, 2.4 g (21.0 mmol) of 30% hydrogen peroxide water was added dropwise in an ice bath. After terminating the dropping, stirring was continued at room temperatur... The reactants are CCOC(C)=O, O=C1OC2CCC1N(S(=O)(=O)c1ccc(OCc3ccccc3)cc1)C2, CO, [H][H]. The product is O=C1OC2CCC1N(S(=O)(=O)c1ccc(O)cc1)C2. RXN SMILES: [C:31]([O:32][CH2:33][CH3:34])(=[O:35])[CH3:36].[CH2:1]([c:2]1[cH:3][cH:4][cH:5][cH:6][cH:7]1)[O:8][c:9]1[cH:10][cH:11][c:12]([S:15](=[O:16])(=[O:17])[N:18]2[CH:19]3[C:20](=[O:26])[O:21][CH:22]([CH2:23]2)[CH2:24][CH2:25]3)[cH:13][cH:14]1.[CH3:29][OH:30].[H:27][H:28]>>[OH:8][c:9]1[cH:10][cH:11][c:12]([S:15](=[O:16])(=[O:17])[N:18]2[CH:19]3[C:20](=[O:26])[O:21][CH:22]([CH2:23]2)[CH2:24][CH2:25]3)[cH:13][cH:14]1.